This data is from the Open Reaction Database (ORD), a public repository of structured organic reaction records. The task is: describe an organic reaction: reactants, conditions, products, and yield Reactants: OC1=CC=C(C=C1)C(C(=O)OC)(O)C (methyl 4-hydroxyphenyllactate), CN(C=O)C (dimethylformamide), BrCC(C)=O (bromoacetone), C([O-])([O-])=O.[K+].[K+] (potassium carbonate). Yields the product O=C(COC1=CC=C(C=C1)CC(C(=O)OC)O)C (Methyl 3-[4-(2-oxopropoxy)phenyl]lactate). RXN SMILES: [OH:1][C:2]1[CH:7]=[CH:6][C:5]([C:8](C)(O)[C:9]([O:11]C)=O)=[CH:4][CH:3]=1.Br[CH2:16][C:17](=[O:19])[CH3:18].[C:20](=[O:23])([O-])[O-:21].[K+].[K+].[CH3:26]N(C)C=O>>[O:19]=[C:17]([CH3:18])[CH2:16][O:1][C:2]1[CH:3]=[CH:4][C:5]([CH2:8][CH:9]([OH:11])[C:20]([O:21][CH3:26])=[O:23])=[CH:6][CH:7]=1 |f:2.3.4|. Reported procedure: Following a procedure similar to that described in Preparation 3, but using 1.8 g of methyl 4-hydroxyphenyllactate, 1.63 g of bromoacetone, 1.65 g of potassium carbonate and 150 ml of dimethylformamide, the title compound was obtained having an Rf=0.32(thin layer chromatography over silica gel, using a 1:1 by volume mixture of hexane and ethyl acetate as the developing solvent). The reactants are CN(C1c2cc(OCc3ccccc3)ccc2OC(C)(C)C1O)S(C)(=O)=O, CC(=O)OC(C)=O, c1ccncc1. Yields the product CC(=O)OC1C(N(C)S(C)(=O)=O)c2cc(OCc3ccccc3)ccc2OC1(C)C. As a reaction SMILES: [CH2:1]([c:2]1[cH:3][cH:4][cH:5][cH:6][cH:7]1)[O:8][c:9]1[cH:10][c:11]2[c:16]([cH:17][cH:18]1)[O:15][C:14]([CH3:19])([CH3:20])[CH:13]([OH:21])[CH:12]2[N:22]([S:23](=[O:24])(=[O:25])[CH3:26])[CH3:27].[CH3:28][C:29](=[O:30])[O:31][C:32](=[O:33])[CH3:34].[cH:35]1[cH:36][cH:37][n:38][cH:39][cH:40]1>>[CH2:1]([c:2]1[cH:3][cH:4][cH:5][cH:6][cH:7]1)[O:8][c:9]1[cH:10][c:11]2[c:16]([cH:17][cH:18]1)[O:15][C:14]([CH3:19])([CH3:20])[CH:13]([O:21][C:29]([CH3:28])=[O:30])[CH:12]2[N:22]([S:23](=[O:24])(=[O:25])[CH3:26])[CH3:27]. Yields the product ClC1=C(CNC(C(CNC(=O)NC2=CC=C(C=C2)CC)(C)C)=O)C=CC=C1 (N-(2-chlorobenzyl)-3-(3-(4-ethylphenyl)ureido)-2,2-dimethylpropanamide). The reactants are NCC(C(=O)NCC1=C(C=CC=C1)Cl)(C)C (3-amino-N-(2-chlorobenzyl)-2,2-dimethylpropanamide), CCN(C(C)C)C(C)C (DIEA), C(C)C1=CC=C(C=C1)N=C=O (4-ethylphenyl isocyanate). Procedure details: To a solution of 3-amino-N-(2-chlorobenzyl)-2,2-dimethylpropanamide (0.45 mmol) in DCM (5 mL) was added DIEA (157 μL, 0.90 mmol, 2 equiv.) and 4-ethylphenyl isocyanate (97.0 μL, 0.675 mmol, 1.5 equiv.). The reaction mixture was stirred for 30 min. The mixture was concentrated and purified on RP-HPLC using a mixture of acetonitrile and H2O to give N-(2-chlorobenzyl)-3-(3-(4-ethylphenyl)ureido)-2,2-dimethylpropanamide (29.6 mg, 17% for two steps). LRMS (M+H+) m/z 388.1. Run in C(Cl)Cl (DCM). RXN SMILES: [NH2:1][CH2:2][C:3]([CH3:16])([CH3:15])[C:4]([NH:6][CH2:7][C:8]1[CH:13]=[CH:12][CH:11]=[CH:10][C:9]=1[Cl:14])=[O:5].CCN(C(C)C)C(C)C.[CH2:26]([C:28]1[CH:33]=[CH:32][C:31]([N:34]=[C:35]=[O:36])=[CH:30][CH:29]=1)[CH3:27]>C(Cl)Cl>[Cl:14][C:9]1[CH:10]=[CH:11][CH:12]=[CH:13][C:8]=1[CH2:7][NH:6][C:4](=[O:5])[C:3]([CH3:16])([CH3:15])[CH2:2][NH:1][C:35]([NH:34][C:31]1[CH:32]=[CH:33][C:28]([CH2:26][CH3:27])=[CH:29][CH:30]=1)=[O:36]. Conditions: time 30 minute. Yield: 17.0%. Reactants: C(C)(=O)O[C@H]1[C@@H](O[C@@H]([C@H]1OC(C)=O)CF)N1C=NC=2C(NN3CCCCC3)=NC(=NC12)Cl (2',3'-di-O-acetyl-2-chloro-5'-deoxy-5'-fluoro-N-(1-piperidinyl)adenosine). Run in N (ammonia). Reaction conditions: time 1 hour. Product: ClC=1N=C(C=2N=CN([C@H]3[C@H](O)[C@H](O)[C@@H](CF)O3)C2N1)NN1CCCCC1 (2-chloro-5'-deoxy-5'-fluoro-N-(1-piperidinyl)adenosine). Isolated yield 581.7%. RXN SMILES: C([O:4][C@@H:5]1[C@H:9]([O:10]C(=O)C)[C@@H:8]([CH2:14][F:15])[O:7][C@H:6]1[N:16]1[C:31]2[N:30]=[C:29]([Cl:32])[N:28]=[C:20]([NH:21][N:22]3[CH2:27][CH2:26][CH2:25][CH2:24][CH2:23]3)[C:19]=2[N:18]=[CH:17]1)(=O)C>N>[Cl:32][C:29]1[N:28]=[C:20]([NH:21][N:22]2[CH2:23][CH2:24][CH2:25][CH2:26][CH2:27]2)[C:19]2[N:18]=[CH:17][N:16]([C:31]=2[N:30]=1)[C@@H:6]1[O:7][C@H:8]([CH2:14][F:15])[C@@H:9]([OH:10])[C@H:5]1[OH:4]. Procedure: The above 2',3'-di-O-acetyl-2-chloro-5'-deoxy-5'-fluoro-N-(1-piperidinyl)adenosine (0.38 g, 0.8 mmol) was dissolved in methanolic ammonia (15 ml) and stirred for 1 h. The reaction mixture was evaporated in vacuo and the resultant residue was purified by flash chromatography eluting with dichloromethane and 10% ammonia in ethanol (95:5) to afford 2-chloro-5'-deoxy-5'-fluoro-N-(1-piperidinyl)adenosine (1.8 g, 86%) as a white solid, m.p. 199°-201° C. 1H-NMR (400 MHz, DMSO-d6) δ1.35 (2H, br, piperid...